From a dataset of the Open Reaction Database (ORD), a public repository of structured organic reaction records. describe an organic reaction: reactants, conditions, products, and yield Reactants: N#N, O, O=C1c2ccccc2C(=O)N1O, COC(=O)C(CCO)OC, c1ccc(P(c2ccccc2)c2ccccc2)cc1. The product is COC(=O)C(CCON1C(=O)c2ccccc2C1=O)OC. RXN SMILES: [N:42]#[N:43].[OH2:44].[OH:11][N:12]1[C:13](=[O:22])[c:14]2[cH:15][cH:16][cH:17][cH:18][c:19]2[C:20]1=[O:21].[OH:1][CH2:2][CH2:3][CH:4]([C:5](=[O:6])[O:7][CH3:8])[O:9][CH3:10].[c:23]1([P:24]([c:25]2[cH:26][cH:27][cH:28][cH:29][cH:30]2)[c:31]2[cH:32][cH:33][cH:34][cH:35][cH:36]2)[cH:37][cH:38][cH:39][cH:40][cH:41]1>>[O:1]([CH2:2][CH2:3][CH:4]([C:5](=[O:6])[O:7][CH3:8])[O:9][CH3:10])[N:12]1[C:13](=[O:22])[c:14]2[cH:15][cH:16][cH:17][cH:18][c:19]2[C:20]1=[O:21].